This data is from the Open Reaction Database (ORD), a public repository of structured organic reaction records. The task is: describe an organic reaction: reactants, conditions, products, and yield RXN SMILES: [Br:16][c:17]1[cH:18][c:19]([C:23](=[O:24])[O:25][CH2:26][CH3:27])[cH:20][n:21][cH:22]1.[Cl:1][c:2]1[cH:3][c:4]([N:8]2[CH2:9][CH:10]([CH3:15])[NH:11][CH:12]([CH3:14])[CH2:13]2)[cH:5][cH:6][n:7]1>>[N:8]1([c:17]2[cH:18][c:19]([C:23](=[O:24])[O:25][CH2:26][CH3:27])[cH:20][n:21][cH:22]2)[CH2:9][CH:10]([CH3:15])[NH:11][CH:12]([CH3:14])[CH2:13]1. Yields the product CCOC(=O)c1cncc(N2CC(C)NC(C)C2)c1. Starting materials: CCOC(=O)c1cncc(Br)c1, CC1CN(c2ccnc(Cl)c2)CC(C)N1. The reactants are CN(C)CC1=C(C=C(S1)CS)C (5-(dimethylamino)methyl-2-mercaptomethyl-4-methylthiophene), C[O-].[Na+].CO (sodium methoxide methanol), ClCCNC(=C[N+](=O)[O-])NCC(C1=CC=CC=C1)O (N-(2-chloroethyl)-N'-(β-hydroxyphenethyl)-2-nitro-1,1-ethenediamine). Run in CO (methanol). Conditions: time 24 hour. Product: CN(C)CC1=C(C=C(S1)CSCCNC(=C[N+](=O)[O-])NCC(C1=CC=CC=C1)O)C (N-{2-[[5-(dimethylamino)methyl-4-methyl-2-thienyl]methylthio]ethyl}-N'-(β-hydroxyphenethyl)-2-nitro-1,1-ethenediamine). The yield is 10.5%. Reaction SMILES: [CH3:1][N:2]([CH2:4][C:5]1[S:9][C:8]([CH2:10][SH:11])=[CH:7][C:6]=1[CH3:12])[CH3:3].C[O-].[Na+].CO.Cl[CH2:19][CH2:20][NH:21][C:22]([NH:27][CH2:28][CH:29]([OH:36])[C:30]1[CH:35]=[CH:34][CH:33]=[CH:32][CH:31]=1)=[CH:23][N+:24]([O-:26])=[O:25]>CO>[CH3:3][N:2]([CH2:4][C:5]1[S:9][C:8]([CH2:10][S:11][CH2:19][CH2:20][NH:21][C:22]([NH:27][CH2:28][CH:29]([OH:36])[C:30]2[CH:35]=[CH:34][CH:33]=[CH:32][CH:31]=2)=[CH:23][N+:24]([O-:26])=[O:25])=[CH:7][C:6]=1[CH3:12])[CH3:1] |f:1.2.3|. Procedure: In 5 ml of methanol was dissolved 0.14 g of 5-(dimethylamino)methyl-2-mercaptomethyl-4-methylthiophene, and 0.2 ml of a 3.57N sodium methoxide-methanol solution was added at room temperature in a nitrogen atomsphere, after which 0.2 g of N-(2-chloroethyl)-N'-(β-hydroxyphenethyl)-2-nitro-1,1-ethenediamine was added at one time, after which the reaction mixture was allowed to stand at room temperature for 24 hours, and the deposited substance was removed by filtration, after which the solvent was ...